Dataset: the Open Reaction Database (ORD), a public repository of structured organic reaction records. Task: describe an organic reaction: reactants, conditions, products, and yield Reactants: CC(C)(C)c1ccc(-n2ncc3cccc([N+](=O)[O-])c3c2=O)cc1, CCOC(C)=O. Yields the product CC(C)(C)c1ccc(-n2ncc3cccc(N)c3c2=O)cc1. RXN SMILES: [C:1]([CH3:2])([CH3:3])([CH3:4])[c:5]1[cH:6][cH:7][c:8](-[n:11]2[c:12](=[O:24])[c:13]3[c:14]([N+:21]([O-:22])=[O:23])[cH:15][cH:16][cH:17][c:18]3[cH:19][n:20]2)[cH:9][cH:10]1.[CH3:25][CH2:26][O:27][C:28]([CH3:29])=[O:30]>>[C:1]([CH3:2])([CH3:3])([CH3:4])[c:5]1[cH:6][cH:7][c:8](-[n:11]2[c:12](=[O:24])[c:13]3[c:14]([NH2:21])[cH:15][cH:16][cH:17][c:18]3[cH:19][n:20]2)[cH:9][cH:10]1. Starting materials: CC(C)CBr, O=C([O-])[O-], CC#N, CS(=O)(=O)c1cccc(C2CCNCC2)c1F, [K+], [K+]. Product: CC(C)CN1CCC(c2cccc(S(C)(=O)=O)c2F)CC1. As a reaction SMILES: [Br:24][CH2:25][CH:26]([CH3:27])[CH3:28].[C:18](=[O:19])([O-:20])[O-:21].[CH3:29][C:30]#[N:31].[F:1][c:2]1[c:3]([CH:12]2[CH2:13][CH2:14][NH:15][CH2:16][CH2:17]2)[cH:4][cH:5][cH:6][c:7]1[S:8](=[O:9])(=[O:10])[CH3:11].[K+:22].[K+:23]>>[F:1][c:2]1[c:3]([CH:12]2[CH2:13][CH2:14][N:15]([CH2:25][CH:26]([CH3:27])[CH3:28])[CH2:16][CH2:17]2)[cH:4][cH:5][cH:6][c:7]1[S:8](=[O:9])(=[O:10])[CH3:11].